Dataset: the Open Reaction Database (ORD), a public repository of structured organic reaction records. Task: describe an organic reaction: reactants, conditions, products, and yield The reactants are Cl.Cl.C(C)OC(CN1C[C@@H](CC1)N)=O (((R)-3-amino-pyrrolidin-1-yl)-acetic acid ethyl ester dihydrochloride), ClC1=CC=C(S1)C(=O)O (5-chlorothiophene-2-carboxylic acid). Product: C(C)OC(CN1C[C@@H](CC1)NC(=O)C=1SC(=CC1)Cl)=O ({(R)-3-[(5-chloro-thiophene-2-carbonyl)-amino]-pyrrolidin-1-yl}-acetic acid ethyl ester). Reaction SMILES: Cl.Cl.[CH2:3]([O:5][C:6](=[O:14])[CH2:7][N:8]1[CH2:12][CH2:11][C@@H:10]([NH2:13])[CH2:9]1)[CH3:4].[Cl:15][C:16]1[S:20][C:19]([C:21](O)=[O:22])=[CH:18][CH:17]=1>>[CH2:3]([O:5][C:6](=[O:14])[CH2:7][N:8]1[CH2:12][CH2:11][C@@H:10]([NH:13][C:21]([C:19]2[S:20][C:16]([Cl:15])=[CH:17][CH:18]=2)=[O:22])[CH2:9]1)[CH3:4] |f:0.1.2|. Reported procedure: 1.3 Using general method D, ((R)-3-amino-pyrrolidin-1-yl)-acetic acid ethyl ester dihydrochloride was coupled with 5-chlorothiophene-2-carboxylic acid to give {(R)-3-[(5-chloro-thiophene-2-carbonyl)-amino]-pyrrolidin-1-yl}-acetic acid ethyl ester. Off-white amorphous solid. MS 317.0 ([M+H]+) Starting materials: C1CCOC1, [Li]CCCC, COC(C)(C)C, CC(C)NC(C)C, CC=O, [Cl-], Clc1cncc(Cl)c1, [NH4+], O. Yields the product CC(O)c1c(Cl)cncc1Cl. Reaction SMILES: [CH2:24]1[O:25][CH2:26][CH2:27][CH2:28]1.[CH2:8]([Li:9])[CH2:10][CH2:11][CH3:12].[CH3:29][O:30][C:31]([CH3:32])([CH3:33])[CH3:34].[CH:1]([NH:2][CH:3]([CH3:4])[CH3:5])([CH3:6])[CH3:7].[CH:21]([CH3:22])=[O:23].[Cl-:35].[Cl:13][c:14]1[cH:15][n:16][cH:17][c:18]([Cl:20])[cH:19]1.[NH4+:36].[OH2:37]>>[Cl:13][c:14]1[cH:15][n:16][cH:17][c:18]([Cl:20])[c:19]1[CH:21]([CH3:22])[OH:23]. The reactants are COC(C1=CN=C(C=C1)NC(CSC1N(C(C(=C1C)C)=O)CC1=CC=C(C=C1)OC)=O)=O (6-{2-[1-(4-Methoxybenzyl)-3,4-dimethyl-5-oxo-2,5-dihydro-1H-pyrrol-2-ylsulfanyl]-acetylamino}-nicotinic acid methyl ester), NC1=NC=C(C#N)C=C1 (6-aminonicotinonitrile). Product: C(#N)C=1C=CC(=NC1)NC(CSC1N(C(C(=C1C)C)=O)CC1=CC=C(C=C1)OC)=O (N-(5-Cyano-pyridin-2-yl)-2-[1-(4-methoxy-benzyl)-3,4-dimethyl-5-oxo-2,5-dihydro-1H-pyrrol-2-ylsulfanyl]-acetamide). RXN SMILES: CO[C:3](=O)[C:4]1[CH:9]=[CH:8][C:7]([NH:10][C:11](=[O:31])[CH2:12][S:13][CH:14]2[C:18]([CH3:19])=[C:17]([CH3:20])[C:16](=[O:21])[N:15]2[CH2:22][C:23]2[CH:28]=[CH:27][C:26]([O:29][CH3:30])=[CH:25][CH:24]=2)=[N:6][CH:5]=1.[NH2:33]C1C=CC(C#N)=CN=1>>[C:3]([C:4]1[CH:9]=[CH:8][C:7]([NH:10][C:11](=[O:31])[CH2:12][S:13][CH:14]2[C:18]([CH3:19])=[C:17]([CH3:20])[C:16](=[O:21])[N:15]2[CH2:22][C:23]2[CH:28]=[CH:27][C:26]([O:29][CH3:30])=[CH:25][CH:24]=2)=[N:6][CH:5]=1)#[N:33]. Reported procedure: The product from Example 1, Part C (160 mg, 0.5 mmol) and 6-aminonicotinonitrile (89 mg, 0.75 mmol) were reacted as described in Example 5. After evaporation of the reaction solvent the residue was partitioned between water and EtOAc, the aqueous phase was washed with EtOAc. The combined organics were washed with brine, dried (Na2SO4), filtered, and evaporated. The title compound was obtained by silica gel chromatography (30 mg, 14%). 1H NMR (400 MHz, CDCl3) δ 8.84 (br s, 1H), 8.55 (d, J=2 Hz, 1...